Dataset: the Open Reaction Database (ORD), a public repository of structured organic reaction records. Task: describe an organic reaction: reactants, conditions, products, and yield Starting materials: CC(C)(C)OC(=O)N(C(=O)OC(C)(C)C)C(c1ccccc1)c1ccc(NC(=O)C2CC(c3cccnc3)=NO2)cc1, ClCCl, O=C(O)C(F)(F)F. Yields the product NC(c1ccccc1)c1ccc(NC(=O)C2CC(c3cccnc3)=NO2)cc1. RXN SMILES: [CH3:8][C:9]([CH3:10])([O:11][C:12]([N:14]([C:13](=[O:15])[O:16][C:17]([CH3:18])([CH3:19])[CH3:20])[CH:22]([c:23]1[cH:24][cH:25][cH:26][cH:27][cH:28]1)[c:29]1[cH:30][cH:31][c:32]([NH:35][C:36](=[O:37])[CH:38]2[CH2:39][C:40]([c:43]3[cH:44][n:45][cH:46][cH:47][cH:48]3)=[N:41][O:42]2)[cH:33][cH:34]1)=[O:21])[CH3:49].[Cl:50][CH2:51][Cl:52].[OH:1][C:2]([C:3]([F:4])([F:5])[F:6])=[O:7]>>[NH2:14][CH:22]([c:23]1[cH:24][cH:25][cH:26][cH:27][cH:28]1)[c:29]1[cH:30][cH:31][c:32]([NH:35][C:36](=[O:37])[CH:38]2[CH2:39][C:40]([c:43]3[cH:44][n:45][cH:46][cH:47][cH:48]3)=[N:41][O:42]2)[cH:33][cH:34]1.